Dataset: the Open Reaction Database (ORD), a public repository of structured organic reaction records. Task: describe an organic reaction: reactants, conditions, products, and yield Reactants: solid, ClC1=NC2=CC=CC=C2C(C1CCC)=O (2-chloro-3-n-propylquinolin-4(3H)-one), O.NN (hydrazine hydrate), C(Cl)Cl (CH2Cl2), N(Cl)Cl (imino chloride). Solvent: O (water), C(C)O (ethanol). The product is N(N)C1=NC2=CC=CC=C2C(N1CCC)=O (2-hydrazino-3-n-propylquinazolin-4(3H)-one). Isolated yield 82.0%. As a reaction SMILES: Cl[C:2]1C(CCC)[C:10](=[O:15])[C:9]2[C:4](=[CH:5][CH:6]=[CH:7][CH:8]=2)[N:3]=1.O.[NH2:17][NH2:18].C(Cl)Cl.N(Cl)Cl>C(O)C.O>[NH:17]([C:2]1[N:3]([CH2:4][CH2:5][CH3:6])[C:10](=[O:15])[C:9]2[C:4](=[CH:5][CH:6]=[CH:7][CH:8]=2)[N:3]=1)[NH2:18] |f:1.2|. Procedure: The crude solid imino chloride of Step C was dissolved in 800 ml of ethanol and 400 ml of hydrazine hydrate and the mixture was refluxed for two hours until TLC indicated (SiO2, CH2Cl2 /2% MeOH) that no imino chloride remained. 500 ml of water were added to the mixture and the mixture was cooled inducing a crystalline precipitate of the product. The precipitation was filtered, washed well with water, then dried over P2O5 under vacuum to obtain 158 g (82% yield) of 2-hydrazino-3-n-propylquinazoli... The reactants are Cc1c(C(=O)O)cc(C(F)(F)F)cc1[N+](=O)[O-], CI, [Na+], [Na+], O=C([O-])[O-], CN(C)C=O. The product is COC(=O)c1cc(C(F)(F)F)cc([N+](=O)[O-])c1C. RXN SMILES: [CH3:1][c:2]1[c:3]([C:4](=[O:5])[OH:6])[cH:7][c:8]([C:14]([F:15])([F:16])[F:17])[cH:9][c:10]1[N+:11](=[O:12])[O-:13].[I:23][CH3:24].[Na+:25].[Na+:26].[O-:27][C:28](=[O:29])[O-:30].[O:18]=[CH:19][N:20]([CH3:21])[CH3:22]>>[CH3:1][c:2]1[c:3]([C:4](=[O:5])[O:6][CH3:19])[cH:7][c:8]([C:14]([F:15])([F:16])[F:17])[cH:9][c:10]1[N+:11](=[O:12])[O-:13].